The task is: describe an organic reaction: reactants, conditions, products, and yield. This data is from the Open Reaction Database (ORD), a public repository of structured organic reaction records. The reactants are BrC=1C=C(C(=C(C1)CO)C)OC(C)C ([5-bromo-2-methyl-3-(propan-2-yloxy)phenyl]methanol). The reagents and catalysts are O=[Mn]=O (MnO2). Run in C(Cl)(Cl)Cl (CHCl3). Reaction conditions: time 18 hour. Product: BrC=1C=C(C(=C(C=O)C1)C)OC(C)C (5-bromo-2-methyl-3-(propan-2-yloxy)benzaldehyde). Isolated yield 72.5%. Reaction SMILES: [Br:1][C:2]1[CH:3]=[C:4]([O:11][CH:12]([CH3:14])[CH3:13])[C:5]([CH3:10])=[C:6]([CH2:8][OH:9])[CH:7]=1>C(Cl)(Cl)Cl.O=[Mn]=O>[Br:1][C:2]1[CH:3]=[C:4]([O:11][CH:12]([CH3:14])[CH3:13])[C:5]([CH3:10])=[C:6]([CH:7]=1)[CH:8]=[O:9]. Reported procedure: To a solution of [5-bromo-2-methyl-3-(propan-2-yloxy)phenyl]methanol (108a, 25.0 g, 96.5 mmol) in CHCl3 (300 mL) was added MnO2 (42.0 g, 487 mmol). The mixture was stirred at room temperature for 18 hours. The mixture was filtered and the solids were washed with CH2Cl2 (2×20 mL). The filtrate was concentrated under vacuum to give 5-bromo-2-methyl-3-(propan-2-yloxy)benzaldehyde (108b, 18 g, 73%) as a colorless oil. Reactants: C(C1=CC=CC=C1)C=1C2=C(N=C(N1)NC1=CC=C(C=C1)N1C(=NC=C1)C)CCSC2 (4-Benzyl-N-(4-(2-methyl-1H-imidazol-1-yl)phenyl)-7,8-dihydro-5H-thiopyrano[4,3-d]pyrimidin-2-amine), C1=CC(=CC(=C1)Cl)C(=O)OO (mCPBA). Run in C(Cl)Cl (DCM). Conditions: time 2 hour. The product is C(C1=CC=CC=C1)C=1C2=C(N=C(N1)NC1=CC=C(C=C1)N1C(=NC=C1)C)CCS(C2)=O (4-benzyl-N-[4-(2-methyl-1H-imidazol-1-yl)phenyl]-7,8-dihydro-5H-thiopyrano[4,3-d]pyrimidin-2-amine 6-oxide). The yield is 13.8%. As a reaction SMILES: [CH2:1]([C:8]1[C:9]2[CH2:30][S:29][CH2:28][CH2:27][C:10]=2[N:11]=[C:12]([NH:14][C:15]2[CH:20]=[CH:19][C:18]([N:21]3[CH:25]=[CH:24][N:23]=[C:22]3[CH3:26])=[CH:17][CH:16]=2)[N:13]=1)[C:2]1[CH:7]=[CH:6][CH:5]=[CH:4][CH:3]=1.C1C=C(Cl)C=C(C(OO)=[O:39])C=1>C(Cl)Cl>[CH2:1]([C:8]1[C:9]2[CH2:30][S:29](=[O:39])[CH2:28][CH2:27][C:10]=2[N:11]=[C:12]([NH:14][C:15]2[CH:16]=[CH:17][C:18]([N:21]3[CH:25]=[CH:24][N:23]=[C:22]3[CH3:26])=[CH:19][CH:20]=2)[N:13]=1)[C:2]1[CH:3]=[CH:4][CH:5]=[CH:6][CH:7]=1. Reported procedure: 4-Benzyl-N-(4-(2-methyl-1H-imidazol-1-yl)phenyl)-7,8-dihydro-5H-thiopyrano[4,3-d]pyrimidin-2-amine (90 mg, 0.22 mmol) and mCPBA (56.3 mg, 0.33 mmol) was dissolved in DCM (4 mL). The reaction was completed after 2 h. The solvent was evaporated and the crude product was purified on preparative HPLC yielding 4-benzyl-N-[4-(2-methyl-1H-imidazol-1-yl)phenyl]-7,8-dihydro-5H-thiopyrano[4,3-d]pyrimidin-2-amine 6-oxide (13.0 mg, 13.0%). MS (ES+) m/z 430.0 (M+H)+ Procedure: In the same manner as indicated in Example 6 there are electrolyzed 21.6 g of N-acetylpiperidine and 54.4 g of methanol in the presence of 0.56 g of tetra-n-propylammonium hexafluorophosphate as conducting salt. After throughput of 2.0 Faraday per mol of N-acetylpiperidine the current is switched off. The calculated mean cell voltage is 28.7 volts. Work-up of the electrolysis solution by molecular distillation gives 21.5 g of 1-acetyl-2-methoxypiperidine, which corresponds to a product yield of ... The yield is 80.5%. Reagents/catalysts: F[P-](F)(F)(F)(F)F.C(CC)[N+](CCC)(CCC)CCC (tetra-n-propylammonium hexafluorophosphate). Starting materials: C(C)(=O)N1CCCCC1 (N-acetylpiperidine), C(C)(=O)N1CCCCC1 (N-acetylpiperidine), CO (methanol). As a reaction SMILES: [C:1]([N:4]1[CH2:9][CH2:8][CH2:7][CH2:6][CH2:5]1)(=[O:3])[CH3:2].[CH3:10][OH:11]>F[P-](F)(F)(F)(F)F.C([N+](CCC)(CCC)CCC)CC>[C:1]([N:4]1[CH2:9][CH2:8][CH2:7][CH2:6][CH:5]1[O:11][CH3:10])(=[O:3])[CH3:2] |f:2.3|. Yields the product C(C)(=O)N1C(CCCC1)OC (1-acetyl-2-methoxypiperidine).